Dataset: the Open Reaction Database (ORD), a public repository of structured organic reaction records. Task: describe an organic reaction: reactants, conditions, products, and yield Reactants: NC(=O)c1ccc(C2=CCCCC2)c(C(F)(F)F)c1, CO. As a reaction SMILES: [C:1]1([c:7]2[c:8]([C:16]([F:17])([F:18])[F:19])[cH:9][c:10]([C:11](=[O:12])[NH2:13])[cH:14][cH:15]2)=[CH:2][CH2:3][CH2:4][CH2:5][CH2:6]1.[CH3:20][OH:21]>>[CH:1]1([c:7]2[c:8]([C:16]([F:17])([F:18])[F:19])[cH:9][c:10]([C:11](=[O:12])[NH2:13])[cH:14][cH:15]2)[CH2:2][CH2:3][CH2:4][CH2:5][CH2:6]1. Product: NC(=O)c1ccc(C2CCCCC2)c(C(F)(F)F)c1. Reactants: NC=1C=CC(=C(C(=O)NC2=CC(=CC(=C2)C(F)(F)F)C(F)(F)F)C1)O (5-amino-N-[3,5-bis(trifluoromethyl)phenyl]-2-hydroxybenzamide), C1(=CC=CC=C1)N=C=S (phenylisothiocyanate), raw materials. Yields the product FC(C=1C=C(C=C(C1)C(F)(F)F)NC(C1=C(C=CC(=C1)NC(=S)NC1=CC=CC=C1)O)=O)(F)F (N-[3,5-Bis(trifluoromethyl)phenyl]-2-hydroxy-5-[(3-phenyl)-thioureido]benzamide). Yield: 66.3%. As a reaction SMILES: [NH2:1][C:2]1[CH:3]=[CH:4][C:5]([OH:25])=[C:6]([CH:24]=1)[C:7]([NH:9][C:10]1[CH:15]=[C:14]([C:16]([F:19])([F:18])[F:17])[CH:13]=[C:12]([C:20]([F:23])([F:22])[F:21])[CH:11]=1)=[O:8].[C:26]1([N:32]=[C:33]=[S:34])[CH:31]=[CH:30][CH:29]=[CH:28][CH:27]=1>>[F:23][C:20]([F:21])([F:22])[C:12]1[CH:11]=[C:10]([NH:9][C:7](=[O:8])[C:6]2[CH:24]=[C:2]([NH:1][C:33]([NH:32][C:26]3[CH:31]=[CH:30][CH:29]=[CH:28][CH:27]=3)=[S:34])[CH:3]=[CH:4][C:5]=2[OH:25])[CH:15]=[C:14]([C:16]([F:17])([F:18])[F:19])[CH:13]=1. Procedure: Using 5-amino-N-[3,5-bis(trifluoromethyl)phenyl]-2-hydroxybenzamide and phenylisothiocyanate as the raw materials, the same operation as the example 92 gave the title compound. The reactants are C=C1C(=O)OC(C1)=O (2-methylenesuccinic anhydride), NC1=CC=CC=C1 (aniline). The solvent is CCl (CH3Cl). Yields the product C1(=CC=CC=C1)NC(=O)CC(C(=O)O)=C (2-[(N-phenylcarbamoyl)methyl]prop-2-enoic acid). RXN SMILES: [CH2:1]=[C:2]1[CH2:7][C:6](=[O:8])[O:5][C:3]1=[O:4].[NH2:9][C:10]1[CH:15]=[CH:14][CH:13]=[CH:12][CH:11]=1>CCl>[C:10]1([NH:9][C:6]([CH2:7][C:2](=[CH2:1])[C:3]([OH:5])=[O:4])=[O:8])[CH:15]=[CH:14][CH:13]=[CH:12][CH:11]=1. Reported procedure: A solution of 2-methylenesuccinic anhydride (500 mg, 4.46 mmol) and aniline (0.4 mL, 4.46 mmol) in CH3Cl were shaken overnight. A precipitate formed, which was filtered off, washed with hexanes, and dried under vacuum to afford 2-[(N-phenylcarbamoyl)methyl]prop-2-enoic acid. The reactants are N[C@H]1C(NC2=C(CC1)C=CC=C2)=O (3(R)-amino-2,3,4,5-tetrahydro-1H-1-benzazepin-2-one), [N+](=O)([O-])[O-].[K+] (potassium nitrate), C([O-])([O-])=O.[Na+].[Na+] (sodium carbonate), ice. Solvent: S(O)(O)(=O)=O (sulfuric acid). Conditions: time 24 hour. The product is N[C@H]1C(NC2=C(CC1)C=C(C=C2)[N+](=O)[O-])=O (3(R)-amino-7-nitro-2,3,4,5-tetrahydro-1H-1-benzazepin-2-one). Isolated yield 69.6%. RXN SMILES: [NH2:1][C@@H:2]1[CH2:8][CH2:7][C:6]2[CH:9]=[CH:10][CH:11]=[CH:12][C:5]=2[NH:4][C:3]1=[O:13].[N+:14]([O-])([O-:16])=[O:15].[K+].C(=O)([O-])[O-].[Na+].[Na+]>S(=O)(=O)(O)O>[NH2:1][C@@H:2]1[CH2:8][CH2:7][C:6]2[CH:9]=[C:10]([N+:14]([O-:16])=[O:15])[CH:11]=[CH:12][C:5]=2[NH:4][C:3]1=[O:13] |f:1.2,3.4.5|. Procedure details: To a solution of 440 mg (2.50 mmol) of 3(R)-amino-2,3,4,5-tetrahydro-1H-1-benzazepin-2-one (Example 1, Step E) in 5 mL of concentrated sulfuric acid at 0° C. was added 265 mg (2.63 mmol) of potassium nitrate. The resulting yellow solution was stirred for 30 minutes at then at room temperature for 24 hours. The reaction mixture was poured carefully into 100 g of ice and the pH of the resulting mixture was adjusted to 11 by the portionwise addition of sodium carbonate. The mixture was transferred ... Run at time 16 hour. Starting materials: C1(=CC=CC=C1)CCC(CCC1=CC=CC=C1)O (1,5-diphenyl-3-pentanol), C(C)N(C(C)C)C(C)C (ethyldiisopropylamine), COCCl (chloromethyl methyl ether). Yields the product C1(=CC=CC=C1)CCC(CCC1=CC=CC=C1)OCOC (1,5-Diphenyl-3-((methoxy)methoxy)pentane). Procedure details: A solution of 101 mg (0.42 mmol) of 1,5-diphenyl-3-pentanol, 0.18 ml (1.0 mmol) of ethyldiisopropylamine, and 0.063 ml (0.84 mmol) of chloromethyl methyl ether in 1 ml of dichloromethane was allowed to stand for 16 h. The resulting solution was taken up in ethyl acetate, washed sequentially with 10% aqueous citric acid, water, and saturated sodium bicarbonate, dried over Na2SO4, and concentrated in vacuo. Flash chromatography using 10% ethyl acetate in hexane gave 109 mg (92%) of the desired com... RXN SMILES: [C:1]1([CH2:7][CH2:8][CH:9]([OH:18])[CH2:10][CH2:11][C:12]2[CH:17]=[CH:16][CH:15]=[CH:14][CH:13]=2)[CH:6]=[CH:5][CH:4]=[CH:3][CH:2]=1.C(N(C(C)C)C(C)C)C.[CH3:28][O:29][CH2:30]Cl>ClCCl.C(OCC)(=O)C>[C:12]1([CH2:11][CH2:10][CH:9]([O:18][CH2:28][O:29][CH3:30])[CH2:8][CH2:7][C:1]2[CH:6]=[CH:5][CH:4]=[CH:3][CH:2]=2)[CH:13]=[CH:14][CH:15]=[CH:16][CH:17]=1. The solvent is ClCCl (dichloromethane), C(C)(=O)OCC (ethyl acetate). Yield: 91.3%.